Dataset: the Open Reaction Database (ORD), a public repository of structured organic reaction records. Task: describe an organic reaction: reactants, conditions, products, and yield Starting materials: O=c1[nH]c2cc(Cl)ccc2n1CCCO, ClC(Cl)Cl, O=S(Cl)Cl. Yields the product O=c1[nH]c2cc(Cl)ccc2n1CCCCl. Reaction SMILES: [Cl:1][c:2]1[cH:3][c:4]2[c:5]([n:6]([CH2:10][CH2:11][CH2:12][OH:13])[c:7](=[O:9])[nH:8]2)[cH:14][cH:15]1.[Cl:20][CH:21]([Cl:22])[Cl:23].[S:16]([Cl:17])([Cl:18])=[O:19]>>[Cl:1][c:2]1[cH:3][c:4]2[c:5]([n:6]([CH2:10][CH2:11][CH2:12][Cl:18])[c:7](=[O:9])[nH:8]2)[cH:14][cH:15]1. Reactants: CC1(C(=N[C@]2([C@@H](S1(=O)=O)CC(OC1=C2C=C(C=C1)[N+](=O)[O-])(C)C)C)N(C(OC(C)(C)C)=O)C(=O)OC(C)(C)C)C (tert-butyl N-[(4aS,11bR)-3,3,6,6,11b-pentamethyl-10-nitro-4,4-dioxo-4a,5-dihydro-[1]benzoxepino[4,5-b][1,4]thiazin-2-yl]-N-tert-butoxycarbonyl-carbamate), Intermediate 31. Reagents/catalysts: [Pd] (Pd/C). Run in CO (MeOH), CCOC(=O)C (EtOAc). Run at time 16 hour. Yields the product NC=1C=CC2=C(C1)[C@@]1([C@@H](S(C(C(=N1)N(C(OC(C)(C)C)=O)C(=O)OC(C)(C)C)(C)C)(=O)=O)CC(O2)(C)C)C (tert-butyl N-[(4aS,11bR)-10-amino-3,3,6,6,11b-pentamethyl-4,4-dioxo-4a,5-dihydro-[1]benzoxepino[4,5-b][1,4]thiazin-2-yl]-N-tert-butoxycarbonyl-carbamate). The yield is 100.0%. As a reaction SMILES: [CH3:1][C:2]1([CH3:40])[S:7](=[O:9])(=[O:8])[C@H:6]2[CH2:10][C:11]([CH3:23])([CH3:22])[O:12][C:13]3[CH:18]=[CH:17][C:16]([N+:19]([O-])=O)=[CH:15][C:14]=3[C@@:5]2([CH3:24])[N:4]=[C:3]1[N:25]([C:33]([O:35][C:36]([CH3:39])([CH3:38])[CH3:37])=[O:34])[C:26](=[O:32])[O:27][C:28]([CH3:31])([CH3:30])[CH3:29]>CCOC(C)=O.CO.[Pd]>[NH2:19][C:16]1[CH:17]=[CH:18][C:13]2[O:12][C:11]([CH3:23])([CH3:22])[CH2:10][C@@H:6]3[S:7](=[O:8])(=[O:9])[C:2]([CH3:40])([CH3:1])[C:3]([N:25]([C:26]([O:27][C:28]([CH3:29])([CH3:30])[CH3:31])=[O:32])[C:33](=[O:34])[O:35][C:36]([CH3:37])([CH3:38])[CH3:39])=[N:4][C@:5]3([CH3:24])[C:14]=2[CH:15]=1. Procedure: A mixture of tert-butyl N-[(4aS,11bR)-3,3,6,6,11b-pentamethyl-10-nitro-4,4-dioxo-4a,5-dihydro-[1]benzoxepino[4,5-b][1,4]thiazin-2-yl]-N-tert-butoxycarbonyl-carbamate (70 mg, 0.120 mmol) (Prepared following the procedure for Intermediate 31 (trans), Step 1 and 2) and 10% Pd/C (38.6 mg, 0.036 mmol) in EtOAc (1.1 mL) and MeOH (1.1 mL) was stirred under hydrogen atmosphere for 16 hours. The mixture was passed through a celite cake and rinsed with ethyl acetate and ethanol. The filtrate was concentra... Starting materials: C[Si](C)(C)[N-][Si](C)(C)C.[Na+] (NaHMDS), C(C1=CC=CC=C1)(=O)N1C[C@H](N(CC1)C(CC#N)=O)C ((R)-N-benzoyl-3-methyl-N′-(2-cyano-acetyl)piperazine), ClC=1SC2=C(N1)C=CC=C2 (2-chlorobenzothiazole). Run in C1CCOC1 (THF). Run at time 10 hour. The product is C(C1=CC=CC=C1)(=O)N1C[C@H](N(CC1)C(C(C#N)C=1SC2=C(N1)C=CC=C2)=O)C ((R)-N-(benzoyl)-3-methyl-N′-[(benzothiazol-2-yl)-2-cyanoacetyl]-piperazine). Isolated yield 6.5%. Reaction SMILES: C[Si]([N-][Si](C)(C)C)(C)C.[Na+].[C:11]([N:19]1[CH2:24][CH2:23][N:22]([C:25](=[O:29])[CH2:26][C:27]#[N:28])[C@H:21]([CH3:30])[CH2:20]1)(=[O:18])[C:12]1[CH:17]=[CH:16][CH:15]=[CH:14][CH:13]=1.Cl[C:32]1[S:33][C:34]2[CH:40]=[CH:39][CH:38]=[CH:37][C:35]=2[N:36]=1>C1COCC1>[C:11]([N:19]1[CH2:24][CH2:23][N:22]([C:25](=[O:29])[CH:26]([C:32]2[S:33][C:34]3[CH:40]=[CH:39][CH:38]=[CH:37][C:35]=3[N:36]=2)[C:27]#[N:28])[C@H:21]([CH3:30])[CH2:20]1)(=[O:18])[C:12]1[CH:17]=[CH:16][CH:15]=[CH:14][CH:13]=1 |f:0.1|. Reported procedure: NaHMDS (1.48 ml, 1M in THF) was added into a solution of (R)-N-benzoyl-3-methyl-N′-(2-cyano-acetyl)piperazine (190 mg) and 2-chlorobenzothiazole (100 mg) in THF (10 ml). After the reaction was stirred for 10 hours, 4 ml of solution was separated and quenched with MeOH. After solvents were removed under vaccum, the residue was purified using Shimadzu automated preparative HPLC System to give (R)-N-(benzoyl)-3-methyl-N′-[(benzothiazol-2-yl)-2-cyanoacetyl]-piperazine (15.4 mg). Reactants: NCCCCC(CN1[C@H](C(=O)OCOC(C(C)(C)C)=O)CCC1)CP(=O)(CCCCC1=CC=CC=C1)OCOC(C(C)(C)C)=O ((±)-1-[6-amino-2-[[[(2,2-dimethyl-1-oxopropoxy)methoxy](4-phenylbutyl)phosphinyl]methyl]hexyl]-L-proline, (2,2-dimethyl-1-oxopropoxy)methyl ester), CC1=CC=C(C=C1)S(=O)(=O)O (4-methylbenzenesulfonic acid). Reagents/catalysts: [Pd] (Pd-C). Solvent: CO (methanol), C(C)(=O)O (acetic acid). The product is NCCCCC(C(=O)N1[C@H](C(=O)OCOC(C(C)(C)C)=O)CCC1)CP(=O)(CCCCC1=CC=CC=C1)O ((±)-1-[6-Amino-2-[[hydroxy(4-phenylbutyl)phosphinyl]methyl]-1-oxohexyl]-L-proline, (2,2-dimethyl-1-oxopropoxy)methyl ester). Isolated yield 75.0%. RXN SMILES: [NH2:1][CH2:2][CH2:3][CH2:4][CH2:5][CH:6]([CH2:24][P:25]([O:37]COC(=O)C(C)(C)C)([CH2:27][CH2:28][CH2:29][CH2:30][C:31]1[CH:36]=[CH:35][CH:34]=[CH:33][CH:32]=1)=[O:26])[CH2:7][N:8]1[CH2:23][CH2:22][CH2:21][C@H:9]1[C:10]([O:12][CH2:13][O:14][C:15](=[O:20])[C:16]([CH3:19])([CH3:18])[CH3:17])=[O:11].CC1C=CC(S(O)(=O)=[O:54])=CC=1>CO.C(O)(=O)C.[Pd]>[NH2:1][CH2:2][CH2:3][CH2:4][CH2:5][CH:6]([CH2:24][P:25]([OH:37])([CH2:27][CH2:28][CH2:29][CH2:30][C:31]1[CH:36]=[CH:35][CH:34]=[CH:33][CH:32]=1)=[O:26])[C:7]([N:8]1[CH2:23][CH2:22][CH2:21][C@H:9]1[C:10]([O:12][CH2:13][O:14][C:15](=[O:20])[C:16]([CH3:19])([CH3:18])[CH3:17])=[O:11])=[O:54]. Procedure details: A solution of 0.800 g (1.16 mmol) of (±)-1-[6-amino-2-[[[(2,2-dimethyl-1-oxopropoxy)methoxy](4-phenylbutyl)phosphinyl]methyl]hexyl]-L-proline, (2,2-dimethyl-1-oxopropoxy)methyl ester, 4-methylbenzenesulfonic acid (1:1) salt (prepared as described in Example 12) in a mixture of 15 ml of methanol and 1 ml of acetic acid was cooled in an ice-water bath under argon and treated with 250 mg of 10% Pd-C. The reaction mixture was subjected to a slow flow of H2 at 1 atm for 31/2 hours, then filtered and ...